From a dataset of the Open Reaction Database (ORD), a public repository of structured organic reaction records. describe an organic reaction: reactants, conditions, products, and yield Reactants: CCOC(=O)C(C)(Cc1ccc(OCCC2CN(Cc3ccc(Cl)c(Cl)c3)C(=O)N2C)cc1)Oc1ccccc1, CCO, Cl, [Na+], [OH-]. Product: CN1C(=O)N(Cc2ccc(Cl)c(Cl)c2)CC1CCOc1ccc(CC(C)(Oc2ccccc2)C(=O)O)cc1. As a reaction SMILES: [CH2:1]([CH3:2])[O:3][C:4]([C:5]([CH2:6][c:7]1[cH:8][cH:9][c:10]([O:13][CH2:14][CH2:15][CH:16]2[N:17]([CH3:31])[C:18](=[O:30])[N:19]([CH2:21][c:22]3[cH:23][c:24]([Cl:29])[c:25]([Cl:28])[cH:26][cH:27]3)[CH2:20]2)[cH:11][cH:12]1)([O:32][c:33]1[cH:34][cH:35][cH:36][cH:37][cH:38]1)[CH3:39])=[O:40].[CH3:44][CH2:45][OH:46].[ClH:43].[Na+:42].[OH-:41]>>[O:3]=[C:4]([C:5]([CH2:6][c:7]1[cH:8][cH:9][c:10]([O:13][CH2:14][CH2:15][CH:16]2[N:17]([CH3:31])[C:18](=[O:30])[N:19]([CH2:21][c:22]3[cH:23][c:24]([Cl:29])[c:25]([Cl:28])[cH:26][cH:27]3)[CH2:20]2)[cH:11][cH:12]1)([O:32][c:33]1[cH:34][cH:35][cH:36][cH:37][cH:38]1)[CH3:39])[OH:40]. The reactants are O=C1NC(=O)c2ccccc21, CCOC(=O)N=NC(=O)OCC, C1CCOC1, OCCc1ccc(-c2ccccc2)cn1, c1ccc(P(c2ccccc2)c2ccccc2)cc1. The product is O=C1c2ccccc2C(=O)N1CCc1ccc(-c2ccccc2)cn1. Reaction SMILES: [O:16]=[C:17]1[NH:18][C:19](=[O:20])[c:21]2[cH:22][cH:23][cH:24][cH:25][c:26]21.[O:46]=[C:47]([O:48][CH2:49][CH3:50])[N:51]=[N:52][C:53]([O:54][CH2:55][CH3:56])=[O:57].[O:58]1[CH2:59][CH2:60][CH2:61][CH2:62]1.[c:1]1(-[c:7]2[cH:8][cH:9][c:10]([CH2:13][CH2:14][OH:15])[n:11][cH:12]2)[cH:2][cH:3][cH:4][cH:5][cH:6]1.[c:27]1([P:28]([c:29]2[cH:30][cH:31][cH:32][cH:33][cH:34]2)[c:35]2[cH:36][cH:37][cH:38][cH:39][cH:40]2)[cH:41][cH:42][cH:43][cH:44][cH:45]1>>[c:1]1(-[c:7]2[cH:8][cH:9][c:10]([CH2:13][CH2:14][N:18]3[C:17](=[O:16])[c:26]4[c:21]([cH:22][cH:23][cH:24][cH:25]4)[C:19]3=[O:20])[n:11][cH:12]2)[cH:2][cH:3][cH:4][cH:5][cH:6]1. The reactants are C(C1=CC=CC=C1)[C@@H](C[C@@H]([C@H](CC1=CC=C(C=C1)C1=NC=C(C=C1)C)NC([C@H](C(C)(C)C)NC(=O)OC)=O)O)NC(OC(C)(C)C)=O (tert-butyl(1S,3S,4S)-1-benzyl-3-hydroxy-4-({(2S)-2-[(methoxycarbonyl)amino]-3,3-dimethylbutanoyl}amino)-5-[4-(5-methyl-2-pyridinyl)phenyl]pentylcarbamate), FC(C(=O)O)(F)F (trifluoroacetic acid). Run in ClCCl (dichloromethane). Reaction conditions: temperature 25 celsius, time 16 hour. Yields the product N[C@H](C[C@@H]([C@H](CC1=CC=C(C=C1)C1=NC=C(C=C1)C)NC(=O)[C@H](C(C)(C)C)NC(OC)=O)O)CC1=CC=CC=C1 (methyl(1S)-1-[({(1S,2S,4S)-4-amino-2-hydroxy-1-[4-(5-methyl-2-pyridinyl)benzyl]-5-phenylpentyl}amino)carbonyl]-2,2-dimethylpropylcarbamate). Yield: 41.2%. RXN SMILES: [CH2:1]([C@H:8]([NH:40]C(=O)OC(C)(C)C)[CH2:9][C@H:10]([OH:39])[C@@H:11]([NH:26][C:27](=[O:38])[C@@H:28]([NH:33][C:34]([O:36][CH3:37])=[O:35])[C:29]([CH3:32])([CH3:31])[CH3:30])[CH2:12][C:13]1[CH:18]=[CH:17][C:16]([C:19]2[CH:24]=[CH:23][C:22]([CH3:25])=[CH:21][N:20]=2)=[CH:15][CH:14]=1)[C:2]1[CH:7]=[CH:6][CH:5]=[CH:4][CH:3]=1.FC(F)(F)C(O)=O>ClCCl>[NH2:40][C@@H:8]([CH2:1][C:2]1[CH:3]=[CH:4][CH:5]=[CH:6][CH:7]=1)[CH2:9][C@H:10]([OH:39])[C@@H:11]([NH:26][C:27]([C@@H:28]([NH:33][C:34](=[O:35])[O:36][CH3:37])[C:29]([CH3:30])([CH3:32])[CH3:31])=[O:38])[CH2:12][C:13]1[CH:18]=[CH:17][C:16]([C:19]2[CH:24]=[CH:23][C:22]([CH3:25])=[CH:21][N:20]=2)=[CH:15][CH:14]=1. Reported procedure: A solution containing the product from Example 89B (0.302 mmol) in dichloromethane (2.5 mL) was treated with trifluoroacetic acid (2.5 mL), stirred at 25° C. for 16 hours and concentrated. The residue was purified by reversed phase chromatography on a C18 column eluting with 5-100% acetonitrile in water (0.1% TFA). The product was partitioned between ether and dilute ammonium hydroxide, and the organic phase was dried over MgSO4 filtered and concentrated to give the title compound (0.068 g, 42% ... Starting materials: N(=O)[O-].[Na+] (sodium nitrite), BrC1=C(C=C(C=C1)C1=CC=CC=C1)N (4-bromo-[1,1'-biphenyl]-3-amine), Cl (HCl), stannous chloride, Cl (HCl). Solvent: O (water), O (water). Conditions: temperature 0 celsius. Product: Cl.BrC1=C(C=C(C=C1)C1=CC=CC=C1)NN ((4-bromo-[1,1'-biphenyl]-3-yl)hydrazine hydrochloride). Reaction SMILES: [Br:1][C:2]1[CH:7]=[CH:6][C:5]([C:8]2[CH:13]=[CH:12][CH:11]=[CH:10][CH:9]=2)=[CH:4][C:3]=1[NH2:14].[N:15]([O-])=O.[Na+].[ClH:19]>O>[ClH:19].[Br:1][C:2]1[CH:7]=[CH:6][C:5]([C:8]2[CH:13]=[CH:12][CH:11]=[CH:10][CH:9]=2)=[CH:4][C:3]=1[NH:14][NH2:15] |f:1.2,5.6|. Procedure details: To 4 g of 4-bromo-[1,1'-biphenyl]-3-amine were added 25 ml of water and 50 ml of concentrated HCl with stirring. The solution was cooled to 0° C. A solution of 1.1 g of sodium nitrite in 6 ml of water was then added dropwise while maintaining a temperature of 0° C. After this addition, the mixture was stirred at 0° C. for one hour. A solution of 20 g of stannous chloride in 20 ml of concentrated HCl cooled to -20 C. was added to the reaction mixture and again the mixture was stirred for one hour... The product is CC1=NN(c2ccc3c(c2)CCCC3)C(=O)C1=NNc1cccc(-c2cccc(-c3nnn[nH]3)c2)c1O. RXN SMILES: [C:42](=[O:43])([OH:44])[O-:45].[CH3:25][C:26]1=[N:30][N:29]([c:31]2[cH:32][c:33]3[c:38]([cH:39][cH:40]2)[CH2:37][CH2:36][CH2:35][CH2:34]3)[C:28](=[O:41])[CH2:27]1.[CH3:48][CH2:49][OH:50].[ClH:1].[ClH:47].[N:21]([O-:22])=[O:23].[NH2:2][c:3]1[c:4]([OH:20])[c:5](-[c:9]2[cH:10][c:11](-[c:15]3[n:16][n:17][n:18][nH:19]3)[cH:12][cH:13][cH:14]2)[cH:6][cH:7][cH:8]1.[Na+:24].[Na+:46]>>[NH:2]([c:3]1[c:4]([OH:20])[c:5](-[c:9]2[cH:10][c:11](-[c:15]3[n:16][n:17][n:18][nH:19]3)[cH:12][cH:13][cH:14]2)[cH:6][cH:7][cH:8]1)[N:21]=[C:27]1[C:26]([CH3:25])=[N:30][N:29]([c:31]2[cH:32][c:33]3[c:38]([cH:39][cH:40]2)[CH2:37][CH2:36][CH2:35][CH2:34]3)[C:28]1=[O:41]. Starting materials: O=C([O-])O, CC1=NN(c2ccc3c(c2)CCCC3)C(=O)C1, CCO, Cl, Cl, O=N[O-], Nc1cccc(-c2cccc(-c3nnn[nH]3)c2)c1O, [Na+], [Na+]. Starting materials: NC=1C=CC(=C2CN(C(C12)=O)C)OC (7-Amino-4-methoxy-2-methyl-2,3-dihydro-1H-isoindol-1-one), CN1C(C2=C(C=CC(=C2C1)OC(C)C)[N+](=O)[O-])=O (2-Methyl-7-nitro-4-(propan-2-yloxy)-2,3-dihydro-1H-isoindol-1-one), ( 100 ), NC=1C=CC(=C2CN(C(C12)=O)C)OC (7-Amino-4-methoxy-2-methyl-2,3-dihydro-1H-isoindol-1-one), CN1C(C2=C(C=CC(=C2C1)OC(C)C)[N+](=O)[O-])=O (2-Methyl-7-nitro-4-(propan-2-yloxy)-2,3-dihydro-1H-isoindol-1-one). As a reaction SMILES: NC1C=CC(OC)=C2C=1C(=O)N(C)C2.[CH3:15][N:16]1[CH2:24][C:23]2[C:18](=[C:19]([N+:29]([O-])=O)[CH:20]=[CH:21][C:22]=2[O:25][CH:26]([CH3:28])[CH3:27])[C:17]1=[O:32]>>[NH2:29][C:19]1[CH:20]=[CH:21][C:22]([O:25][CH:26]([CH3:28])[CH3:27])=[C:23]2[C:18]=1[C:17](=[O:32])[N:16]([CH3:15])[CH2:24]2. Procedure details: The title compound was prepare according to the procedure for 7-Amino-4-methoxy-2-methyl-2,3-dihydro-1H-isoindol-1-one (Compound 205A) using 2-Methyl-7-nitro-4-(propan-2-yloxy)-2,3-dihydro-1H-isoindol-1-one (Compound 207B). MS (ES+): m/z 222.21 (100) [MH+]; HPLC: tR=0.93 min (UPLC, analytical). The product is NC=1C=CC(=C2CN(C(C12)=O)C)OC(C)C (7-Amino-2-methyl-4-(propan-2-yloxy)-2,3-dihydro-1H-isoindol-1-one). Starting materials: COC=1C=C2C(=NC1)C1=CC=CC=C1C2=O (3-methoxy-indeno[1,2-b]pyridin-5-one), [Cl-].[NH+]1=CC=CC=C1 (pyridinium chloride). Run in N1=CC=CC=C1 (pyridine). Conditions: temperature 180 celsius. Yields the product OC=1C=C2C(=NC1)C1=CC=CC=C1C2=O (3-hydroxy-indeno[1,2-b]pyridin-5-one). Yield: 10.6%. RXN SMILES: C[O:2][C:3]1[CH:4]=[C:5]2[C:15](=[O:16])[C:14]3[C:9](=[CH:10][CH:11]=[CH:12][CH:13]=3)[C:6]2=[N:7][CH:8]=1.[Cl-].[NH+]1C=CC=CC=1>N1C=CC=CC=1>[OH:2][C:3]1[CH:4]=[C:5]2[C:15](=[O:16])[C:14]3[C:9](=[CH:10][CH:11]=[CH:12][CH:13]=3)[C:6]2=[N:7][CH:8]=1 |f:1.2|. Procedure: Under an argon atmosphere, 3-methoxy-indeno[1,2-b]pyridin-5-one (0.545 g) and pyridinium chloride (5.89 g) were mixed with pyridine (1.0 ml). The reaction mixture was stirred with heating at 180° C. for 30 min while evaporating pyridine, and further stirred with heating at 200° C. for 4 hr. The mixture was cooled to room temperature, water was added and the mixture was stirred for 30 min. This slurry was filtered, and the obtained solid was dried under reduced pressure to give the title compound...